Dataset: the Open Reaction Database (ORD), a public repository of structured organic reaction records. Task: describe an organic reaction: reactants, conditions, products, and yield The reactants are COc1ccc(N(Cc2cccnc2)c2ccccc2C(=O)OC(C)(C)C)cc1OC1CCCC1, O=CO. Yields the product COc1ccc(N(Cc2cccnc2)c2ccccc2C(=O)O)cc1OC1CCCC1. Reaction SMILES: [CH:1]1([O:6][c:7]2[cH:8][c:9]([N:15]([c:16]3[c:17]([C:18](=[O:19])[O:20][C:21]([CH3:22])([CH3:23])[CH3:24])[cH:25][cH:26][cH:27][cH:28]3)[CH2:29][c:30]3[cH:31][n:32][cH:33][cH:34][cH:35]3)[cH:10][cH:11][c:12]2[O:13][CH3:14])[CH2:2][CH2:3][CH2:4][CH2:5]1.[CH:36]([OH:37])=[O:38]>>[CH:1]1([O:6][c:7]2[cH:8][c:9]([N:15]([c:16]3[c:17]([C:18](=[O:19])[OH:20])[cH:25][cH:26][cH:27][cH:28]3)[CH2:29][c:30]3[cH:31][n:32][cH:33][cH:34][cH:35]3)[cH:10][cH:11][c:12]2[O:13][CH3:14])[CH2:2][CH2:3][CH2:4][CH2:5]1. The reactants are O=C([O-])[O-], Cc1cc([N+](=O)[O-])ccc1F, [K+], [K+], CC(C)(C)OC(=O)N1CCNCC1, CN(C)C=O, O. The product is Cc1cc([N+](=O)[O-])ccc1N1CCN(C(=O)OC(C)(C)C)CC1. As a reaction SMILES: [C:25](=[O:26])([O-:27])[O-:28].[F:1][c:2]1[c:3]([CH3:11])[cH:4][c:5]([N+:8](=[O:9])[O-:10])[cH:6][cH:7]1.[K+:29].[K+:30].[N:12]1([C:18](=[O:19])[O:20][C:21]([CH3:22])([CH3:23])[CH3:24])[CH2:13][CH2:14][NH:15][CH2:16][CH2:17]1.[O:32]=[CH:33][N:34]([CH3:35])[CH3:36].[OH2:31]>>[c:2]1([N:15]2[CH2:14][CH2:13][N:12]([C:18](=[O:19])[O:20][C:21]([CH3:22])([CH3:23])[CH3:24])[CH2:17][CH2:16]2)[c:3]([CH3:11])[cH:4][c:5]([N+:8](=[O:9])[O-:10])[cH:6][cH:7]1. Starting materials: ClC1=C(C=CC(=C1)Cl)NN=C(C(=O)OCC)Cl (ethyl 2-chloroglyoxalate 2,4-dichlorophenylhydrazone), COC(=C)C(C)C (2-methoxy-3-methylbut-1-ene), C(O)([O-])=O.[K+] (potassium hydrogen-carbonate). Solvent: O (water). Product: ClC1=C(C=CC(=C1)Cl)N1N=C(C=C1C(C)C)C(=O)OCC (Ethyl 1-(2,4-dichlorophenyl)-5-isopropylpyrazole-3-carboxylate). Reaction SMILES: [Cl:1][C:2]1[CH:7]=[C:6]([Cl:8])[CH:5]=[CH:4][C:3]=1[NH:9][N:10]=[C:11](Cl)[C:12]([O:14][CH2:15][CH3:16])=[O:13].C(=O)([O-])O.[K+].CO[C:25]([CH:27]([CH3:29])[CH3:28])=[CH2:26]>O>[Cl:1][C:2]1[CH:7]=[C:6]([Cl:8])[CH:5]=[CH:4][C:3]=1[N:9]1[C:25]([CH:27]([CH3:29])[CH3:28])=[CH:26][C:11]([C:12]([O:14][CH2:15][CH3:16])=[O:13])=[N:10]1 |f:1.2|. Procedure details: 1550 g of ethyl 2-chloroglyoxalate 2,4-dichlorophenylhydrazone are dissolved in 1000 g of 2-methoxy-3-methylbut-1-ene and a total of 600 g of potassium hydrogen-carbonate in 500 ml of water is added continuously at 70°-80° C. such that a pH of about 8-8.5 is always maintained. After a total reaction time of 4 hours, the excess enol ether (465 g) is distilled off and the reaction mixture is adjusted to a pH of 0.5 using 190 ml of hydrochloric acid. After heating to reflux for 1 hour, the mixture ... Starting materials: O (water), O=C1C2=C(NC=C1C(=O)OCC)C(OC1=C2C=CC=C1)=O (ethyl 1,5-dihydro-1,5-dioxo-4H-1-benzopyrano[3,4-b]-pyridine-2-carboxylate), CI (methyl iodide), C([O-])([O-])=O.[K+].[K+] (potassium carbonate). The solvent is CN(C=O)C (dimethylformamide). Run at temperature 80 celsius. Yields the product O=C1C2=C(N(C=C1C(=O)OCC)C)C(OC1=C2C=CC=C1)=O (Ethyl 1,5-dihydro-1,5-dioxo-4-methyl-1-benzopyrano[3,4-b]pyridine-2-carboxylate). Reaction SMILES: [O:1]=[C:2]1[C:7]([C:8]([O:10][CH2:11][CH3:12])=[O:9])=[CH:6][NH:5][C:4]2[C:13](=[O:21])[O:14][C:15]3[CH:20]=[CH:19][CH:18]=[CH:17][C:16]=3[C:3]1=2.CI.[C:24](=O)([O-])[O-].[K+].[K+].O>CN(C)C=O>[O:1]=[C:2]1[C:7]([C:8]([O:10][CH2:11][CH3:12])=[O:9])=[CH:6][N:5]([CH3:24])[C:4]2[C:13](=[O:21])[O:14][C:15]3[CH:20]=[CH:19][CH:18]=[CH:17][C:16]=3[C:3]1=2 |f:2.3.4|. Reported procedure: A mixture of ethyl 1,5-dihydro-1,5-dioxo-4H-1-benzopyrano[3,4-b]-pyridine-2-carboxylate (11.0 g, 0.0386 mole), methyl iodide (22.0 g, 0.154 mole) and potassium carbonate (10.7 g, 0.077 mole) in dimethylformamide (175 ml) is heated at 80° C. for 3 hours under nitrogen. The reaction mixture is cooled and poured into excess cold water. The product, which precipitated, is filtered off and recrystallized from dimethylformamide as white crystals (7.2 g, 62%), m.p. 203°-208° C. Reactants: OC1=NC=NC2=CC=CC=C12 (4-hydroxyquinazoline), O=P(Cl)(Cl)Cl (POCl3). Conditions: temperature 140 celsius, time 10 minute. The product is ClC1=NC=NC2=CC=CC=C12 (4-chloro-quinazoline). Yield: 87.8%. Reaction SMILES: O[C:2]1[C:11]2[C:6](=[CH:7][CH:8]=[CH:9][CH:10]=2)[N:5]=[CH:4][N:3]=1.O=P(Cl)(Cl)[Cl:14]>>[Cl:14][C:2]1[C:11]2[C:6](=[CH:7][CH:8]=[CH:9][CH:10]=2)[N:5]=[CH:4][N:3]=1. Procedure details: A mixture of 4-hydroxyquinazoline (2.56 g, 17.5 mmol) and POCl3 (8.0 mL, 88 mmol) was stirred at 140° C. (oil bath) for 10 min. The homogeneous light amber solution was then allowed to cool to rt before concentrating under reduced pressure at 70° C. The translucent residue was dissolved in DCM (25 mL), and the homogeneous yellow solution was partitioned with ice and 1 M NaHCO3 to pH ˜6 (paper) (˜20 mL aq layer). The organic layer was dried twice (Na2SO4), filtered through a 0.22 micron filter, a... Starting materials: S(=O)([O-])[O-] (sulphite), [OH-].[Na+] (NaOH). Product: OS(=O)[O-].[Na+].[O-]S(=O)[O-].[Na+].[Na+] (NaHSO3 Na2SO3). RXN SMILES: [S:1]([O-:4])([O-:3])=[O:2].[OH-].[Na+:6]>>[OH:3][S:1]([O-:4])=[O:2].[Na+:6].[O-:3][S:1]([O-:4])=[O:2].[Na+:6].[Na+:6] |f:1.2,3.4.5.6.7|. Procedure details: The hollow fiber contactor was used to treat condensate from a sulphite mill as described above. In this case, a 0.05 M NaOH solution was employed instead of nitrogen to remove the SO2 and other contaminants. A 2.0 L volume of this solution was re-circulated through the system. The feed solution and nitrogen flow rates were similar to those mentioned in Example III. Results are presented in Table V. About 98% removal for SO2 was achieved compared to 84% in Table II (after 4 hours using air). The...